Dataset: the Open Reaction Database (ORD), a public repository of structured organic reaction records. Task: describe an organic reaction: reactants, conditions, products, and yield Starting materials: OC1=C(C=C(C=O)C=C1)C (4-hydroxy-3-methylbenzaldehyde), Cl (HCl), C(C)(=O)C1=C(C=C(C=C1)NC(C)=O)C (N-(4-acetyl-3-methylphenyl)acetamide), [OH-].[Na+] (NaOH). The solvent is CCO (EtOH), O (water). Run at time 18 hour. Product: OC1=C(C=C(C=C1)/C=C/C(=O)C1=C(C=C(C=C1)NC(C)=O)C)C ((E)-N-(4-(3-(4-hydroxy-3-methylphenyl)acryloyl)-3-methylphenyl)acetamide). Reaction SMILES: [C:1]([C:4]1[CH:9]=[CH:8][C:7]([NH:10][C:11](=[O:13])[CH3:12])=[CH:6][C:5]=1[CH3:14])(=[O:3])[CH3:2].[OH-].[Na+].[OH:17][C:18]1[CH:25]=[CH:24][C:21]([CH:22]=O)=[CH:20][C:19]=1[CH3:26].Cl>CCO.O>[OH:17][C:18]1[CH:25]=[CH:24][C:21](/[CH:22]=[CH:2]/[C:1]([C:4]2[CH:9]=[CH:8][C:7]([NH:10][C:11](=[O:13])[CH3:12])=[CH:6][C:5]=2[CH3:14])=[O:3])=[CH:20][C:19]=1[CH3:26] |f:1.2|. Procedure: To a mixture of N-(4-acetyl-3-methylphenyl)acetamide (1.3 g, 7.0 mmol) and NaOH (1.4 g, 36 mmol) in 25 mL of absolute EtOH was added 4-hydroxy-3-methylbenzaldehyde (1.0 g, 7.3 mmol). The reaction mixture was stirred at room temperature for 18 hr. 5 mL of water was added and the reaction mixture was acidified with concentrated HCl to pH 5-6. The aqueous layer was extracted with two 25 mL portions of EOAc, and the layers were separated. The organic layer was dried with Na2SO4, filtered and concent... Starting materials: C([O-])([O-])=O.[Na+].[Na+] (sodium carbonate), [Cl-].C[N+]1(CCCC1)COC (N-Methyl-N-Methoxymethylpyrrolidinium Chloride). Run in O (water). Product: C([O-])([O-])=O.COC[N+]1(CCCC1)C.COC[N+]1(CCCC1)C (N-Methoxymethyl-N-Methylpyrrolidinium Carbonate). Reaction SMILES: [C:1](=[O:4])([O-:3])[O-:2].[Na+].[Na+].[Cl-].[CH3:8][N+:9]1([CH2:14][O:15][CH3:16])[CH2:13][CH2:12][CH2:11][CH2:10]1>O>[C:1](=[O:2])([O-:4])[O-:3].[CH3:16][O:15][CH2:14][N+:9]1([CH3:8])[CH2:13][CH2:12][CH2:11][CH2:10]1.[CH3:16][O:15][CH2:14][N+:9]1([CH3:8])[CH2:13][CH2:12][CH2:11][CH2:10]1 |f:0.1.2,3.4,6.7.8|. Procedure: A 1.60 g quantity of sodium carbonate (product of Wako Pure Chemical Ind. Ltd.) was dissolved in 18 g of deionized water, and 5.01 g of N-methoxymethyl-N-methylpyrrolidinium chloride was added to the solution. The mixture was reacted at room temperature for 0.5 hour, whereby the reaction was terminated. The reaction mixture was concentrated and dried in vacuum, and 100 ml of ethyl alcohol was added to the residue to remove insoluble sodium chloride. The resulting product was dissolved in dichlor... Starting materials: Cl, CN, [Na+], [OH-], O, C=CC(=O)O, O=[PH](O)O[PH](=O)O. Product: CNCCC(=O)O, O=[PH](O)O[PH](=O)O. As a reaction SMILES: [ClH:17].[NH2:8][CH3:9].[Na+:11].[OH-:10].[OH2:18].[OH:12][C:13](=[O:14])[CH:15]=[CH2:16].[PH:1](=[O:2])([OH:3])[O:4][PH:5](=[O:6])[OH:7]>>[NH:8]([CH3:9])[CH2:16][CH2:15][C:13]([OH:12])=[O:14].[PH:1](=[O:2])([OH:3])[O:4][PH:5](=[O:6])[OH:7].